This data is from the Open Reaction Database (ORD), a public repository of structured organic reaction records. The task is: describe an organic reaction: reactants, conditions, products, and yield Starting materials: [N+](=O)([O-])C=1C=C(C=CC1C(F)(F)F)CO ([3-nitro-4-(trifluoromethyl)phenyl]methanol). The reagents and catalysts are [Pd] (Pd). Solvent: CO (methanol). Yields the product NC=1C=C(C=CC1C(F)(F)F)CO ([3-amino-4-(trifluoromethyl)phenyl]methanol). The yield is 86.8%. Reaction SMILES: [N+:1]([C:4]1[CH:5]=[C:6]([CH2:14][OH:15])[CH:7]=[CH:8][C:9]=1[C:10]([F:13])([F:12])[F:11])([O-])=O>CO.[Pd]>[NH2:1][C:4]1[CH:5]=[C:6]([CH2:14][OH:15])[CH:7]=[CH:8][C:9]=1[C:10]([F:11])([F:12])[F:13]. Procedure: The product from Example 4A (3.6 g, 16.28 mmol) in methanol (100 mL) was hydrogenated in the presence of a catalytic amount of Pd /C for 4 hours. The catalyst was filtered off and the volatiles were evaporated to yield 2.7 g of the title compound. Starting materials: NC1=C(C=C(C=C1C(F)(F)F)C(O)CN(CCCCCCOCCC1=NC=CC=C1)CC1=CC=CC=C1)Cl (4-amino-3-chloro-α-[[(phenylmethyl)[6-(2-pyridinylethoxy)hexyl]amino]methyl]-5-(trifluoromethyl)benzenemethanol), CCCCCC (hexane). The reagents and catalysts are [Pd]=O (palladium oxide). Solvent: Cl.C(C)O (hydrochloric acid ethanol), C(C)O (ethanol), C(C)O (ethanol). Yields the product NC1=C(C=C(C=C1C(F)(F)F)C(O)CNCCCCCCOCCC1=NC=CC=C1)Cl (4-Amino-3-chloro-α-[[[6-(2-pyridinylethoxy)hexyl]amino]methyl]-5-(trifluoromethyl)benzenemethanol). Isolated yield 69.4%. Reaction SMILES: [NH2:1][C:2]1[C:7]([C:8]([F:11])([F:10])[F:9])=[CH:6][C:5]([CH:12]([CH2:14][N:15](CC2C=CC=CC=2)[CH2:16][CH2:17][CH2:18][CH2:19][CH2:20][CH2:21][O:22][CH2:23][CH2:24][C:25]2[CH:30]=[CH:29][CH:28]=[CH:27][N:26]=2)[OH:13])=[CH:4][C:3]=1[Cl:38].CCCCCC>C(O)C.Cl.C(O)C.[Pd]=O>[NH2:1][C:2]1[C:7]([C:8]([F:9])([F:10])[F:11])=[CH:6][C:5]([CH:12]([CH2:14][NH:15][CH2:16][CH2:17][CH2:18][CH2:19][CH2:20][CH2:21][O:22][CH2:23][CH2:24][C:25]2[CH:30]=[CH:29][CH:28]=[CH:27][N:26]=2)[OH:13])=[CH:4][C:3]=1[Cl:38] |f:3.4|. Reported procedure: A solution of 4-amino-3-chloro-α-[[(phenylmethyl)[6-(2-pyridinylethoxy)hexyl]amino]methyl]-5-(trifluoromethyl)benzenemethanol (1.50 g) in absolute ethanol (10 ml) and conc. hydrochloric acid/ethanol (1:9 v/v, 2.48 ml) was hydrogenated over pre-reduced 10% palladium oxide on charcoal (50% aqueous, 300 mg) in absolute ethanol (10 ml). The mixture was filtered through hyflo and evaporated in vacuo to give an oil. Purification by FCC eluting with toluene-ethanol- triethylamine (95:5:1) gave a pink o...